Dataset: the Open Reaction Database (ORD), a public repository of structured organic reaction records. Task: describe an organic reaction: reactants, conditions, products, and yield Starting materials: O=C1CCc2c(Br)cc([N+](=O)[O-])c(O)c21, CN(C)C=O, CI, C1CCC2=NCCCN2CC1, [Na+], O=C([O-])O. Yields the product COc1c([N+](=O)[O-])cc(Br)c2c1C(=O)CC2. Reaction SMILES: [Br:1][c:2]1[c:3]2[c:7]([c:8]([OH:14])[c:9]([N+:11](=[O:12])[O-:13])[cH:10]1)[C:6](=[O:15])[CH2:5][CH2:4]2.[CH3:34][N:35]([CH3:36])[CH:37]=[O:38].[I:27][CH3:28].[N:16]12[CH2:17][CH2:26][CH2:25][CH2:24][CH2:23][C:22]1=[N:21][CH2:20][CH2:19][CH2:18]2.[Na+:29].[OH:30][C:31](=[O:32])[O-:33]>>[Br:1][c:2]1[c:3]2[c:7]([c:8]([O:14][CH3:17])[c:9]([N+:11](=[O:12])[O-:13])[cH:10]1)[C:6](=[O:15])[CH2:5][CH2:4]2. Reactants: ClC1=CC(=C(C=C1[N+](=O)[O-])OS(=O)(=O)C=C)C (Ethenesulfonic acid 4-chloro-2-methyl-5-nitrophenyl ester), C([O-])([O-])=O.[K+].[K+] (potassium carbonate), C(CC(O)(C(=O)O)CC(=O)O)(=O)O (Citric acid). Run in O.C(C)O (ethanol water). Product: ClC1=CC(=C(C=C1[N+](=O)[O-])O)C (4-Chloro-2-methyl-5-nitrophenol). Yield: 101.3%. As a reaction SMILES: [Cl:1][C:2]1[C:7]([N+:8]([O-:10])=[O:9])=[CH:6][C:5]([O:11]S(C=C)(=O)=O)=[C:4]([CH3:17])[CH:3]=1.C(=O)([O-])[O-].[K+].[K+].C(O)(=O)CC(CC(O)=O)(C(O)=O)O>O.C(O)C>[Cl:1][C:2]1[C:7]([N+:8]([O-:10])=[O:9])=[CH:6][C:5]([OH:11])=[C:4]([CH3:17])[CH:3]=1 |f:1.2.3,5.6|. Reported procedure: A solution of compound 106 (27.8 g, 100 mmol) and potassium carbonate (27.6 g, 200 mmol) in ethanol water 1/1 (600 ml) was refluxed for one hour. Citric acid (5%) was added and the mixture was extracted three times with DCM. The organic phase was dried with sodium sulphate and evaporated under reduced pressure which gave the title compound (19 g, 100%). The reactants are CCN(C(C)C)C(C)C, O=C=Nc1cccc(Cl)c1, COc1ccc(CN2Cc3c(Oc4ccc(N)cc4F)ccnc3NC2=O)cc1, C1COCCO1. The product is COc1ccc(CN2Cc3c(Oc4ccc(NC(=O)Nc5cccc(Cl)c5)cc4F)ccnc3NC2=O)cc1. Reaction SMILES: [CH:30]([N:31]([CH2:32][CH3:33])[CH:34]([CH3:35])[CH3:36])([CH3:37])[CH3:38].[Cl:39][c:40]1[cH:41][c:42]([N:46]=[C:47]=[O:48])[cH:43][cH:44][cH:45]1.[NH2:1][c:2]1[cH:3][c:4]([F:29])[c:5]([O:6][c:7]2[cH:8][cH:9][n:10][c:11]3[c:16]2[CH2:15][N:14]([CH2:17][c:18]2[cH:19][cH:20][c:21]([O:24][CH3:25])[cH:22][cH:23]2)[C:13](=[O:26])[NH:12]3)[cH:27][cH:28]1.[O:49]1[CH2:50][CH2:51][O:52][CH2:53][CH2:54]1>>[NH:1]([c:2]1[cH:3][c:4]([F:29])[c:5]([O:6][c:7]2[cH:8][cH:9][n:10][c:11]3[c:16]2[CH2:15][N:14]([CH2:17][c:18]2[cH:19][cH:20][c:21]([O:24][CH3:25])[cH:22][cH:23]2)[C:13](=[O:26])[NH:12]3)[cH:27][cH:28]1)[C:47]([NH:46][c:42]1[cH:41][c:40]([Cl:39])[cH:45][cH:44][cH:43]1)=[O:48]. Reactants: Cl.C1=CC=CC=2N(C=CC3=C(C21)CCC=C3)CC(CN3CCN(CC3)C3=C(C(=O)O)C=CC=N3)O (2-(4-(3-(10,11-Dihydro-5H-dibenzo[b,d]azepin-5-yl)-2-hydroxypropyl)piperazin-1-yl)nicotinic Acid Hydrochloride), C(=O)(O)[C@H](O)[C@@H](O)C(=O)O.C(C)OC(=O)[C@H]1CNCCC1 ((R)-3-piperidinecarboxylic acid ethyl ester (L)-tartrate), C([O-])([O-])=O.[K+].[K+] (potassium carbonate), [I-].[Na+] (sodium iodide). Solvent: CN(C=O)C (N,N-dimethylformamide). Reaction conditions: temperature 60 celsius. Product: C(C)OC(=O)[C@H]1CN(CCC1)CC(CN1C2=C(CCC3=C1C=CC=C3)C=CC=C2)O ((R)-1-(3-(10,11-dihydro-5H-dibenzo[b,f]azepin-5-yl)-2-hydroxy-propyl)-3-piperidinecarboxylic acid ethyl ester). Yield: 53.0%. As a reaction SMILES: Cl.[CH:2]1[C:12]2[C:11]3[CH2:13][CH2:14][CH:15]=[CH:16][C:10]=3[CH:9]=[CH:8][N:7]([CH2:17][CH:18]([OH:35])[CH2:19]N3CCN(C4N=CC=CC=4C(O)=O)CC3)[C:6]=2[CH:5]=[CH:4][CH:3]=1.C([C@@H]([C@H](C(O)=O)O)O)(O)=O.[CH2:46]([O:48][C:49]([C@@H:51]1[CH2:56][CH2:55][CH2:54][NH:53][CH2:52]1)=[O:50])[CH3:47].C(=O)([O-])[O-].[K+].[K+].[I-].[Na+]>CN(C)C=O>[CH2:46]([O:48][C:49]([C@@H:51]1[CH2:56][CH2:55][CH2:54][N:53]([CH2:19][CH:18]([OH:35])[CH2:17][N:7]2[C:6]3[CH:5]=[CH:4][CH:3]=[CH:2][C:12]=3[CH2:11][CH2:13][C:14]3[CH:15]=[CH:16][CH:10]=[CH:9][C:8]2=3)[CH2:52]1)=[O:50])[CH3:47] |f:0.1,2.3,4.5.6,7.8|. Procedure: A mixture of crude (10,11-dihydro-5H-dibenzo[b,f]azepin-5-yl)-2,3-epoxypropane (6.0 g, 20.8 mmol, prepared as described in Example 19), (R)-3-piperidinecarboxylic acid ethyl ester (L)-tartrate (6.24 g, 20.8 mmol), potassium carbonate (11.5 g, 83.2 mmol) and sodium iodide (3.12 g, 20.8 mmol) in dry N,N-dimethylformamide (25 ml) was stirred and heated at 60° C. for 48 h. The reaction mixture was concentrated in vacuo and the residue dissolved in toluene (100 ml) and ethyl acetate (100 ml). The sol... The yield is 73.3%. Solvent: C(C)#N (acetonitrile). Reported procedure: 1 g (3.25 mmol) of 4-nitrophenyl-5-isopropyl-1,3-thiazol-2-ylcarbamate and 0.39 ml (3.25 mmol) of 3-iodoaniline were suspended under argon in 25 ml of acetonitrile. After 2 hours at 70° C. the resulting solution was cooled, giving rise 0.923 g of the title compound, recrystallized from a mixture of diethylether/pentane 1/1. Starting materials: [N+](=O)([O-])C1=CC=C(C=C1)N(C([O-])=O)C=1SC(=CN1)C(C)C (4-nitrophenyl-5-isopropyl-1,3-thiazol-2-ylcarbamate), IC=1C=C(N)C=CC1 (3-iodoaniline). Reaction conditions: temperature 70 celsius. The product is C(C)(C)C1=CN=C(S1)NC(=O)NC1=CC(=CC=C1)I (N-(5-isopropyl-1,3-thiazol-2-yl)-N′-(3-iodophenyl)urea). RXN SMILES: [N+](C1C=CC([N:10]([C:14]2[S:15][C:16]([CH:19]([CH3:21])[CH3:20])=[CH:17][N:18]=2)[C:11](=[O:13])[O-])=CC=1)([O-])=O.[I:22][C:23]1[CH:24]=[C:25]([CH:27]=[CH:28][CH:29]=1)[NH2:26]>C(#N)C>[CH:19]([C:16]1[S:15][C:14]([NH:10][C:11]([NH:26][C:25]2[CH:27]=[CH:28][CH:29]=[C:23]([I:22])[CH:24]=2)=[O:13])=[N:18][CH:17]=1)([CH3:20])[CH3:21]. Starting materials: [BH4-].[Na+] (sodium borohydride), ClC=1C([C@@H]2CC[C@@]3(CC=4C=5C=NN(C5C=CC4C13)S(=O)(=O)C1=CC=C(C=C1)C)C2)=O ((8R,10aS)-6-chloro-3-[(4-methylphenyl)sulfonyl]-3,9,10,11-tetrahydro-8,10a-methanoazuleno[2,1-e]indazol-7(8H)-one), ClC=1C([C@@H]2CC[C@@]3(CC=4C5=CN(N=C5C=CC4C13)S(=O)(=O)C1=CC=C(C=C1)C)C2)=O ((8R,10aS) -6-chloro-2-[(4-methylphenyl)sulfonyl]-2,9,10,11-tetrahydro-8,10a-methanoazuleno[2,1-e]indazol-7(8H) -one). Run in C(C)O (ethanol). Run at temperature 0 celsius, time 30 minute. Yields the product ClC=1[C@@H]([C@@H]2CC[C@@]3(CC=4C=5C=NN(C5C=CC4C13)S(=O)(=O)C1=CC=C(C=C1)C)C2)O ((7R,8R,10aS)-6-chloro-3-[(4-methylphenyl)sulfonyl]-3,7,8,9,10,11-hexahydro-8,10a-methanoazuleno[2,1-e]indazol-7-ol), ClC=1[C@@H]([C@@H]2CC[C@@]3(CC=4C5=CN(N=C5C=CC4C13)S(=O)(=O)C1=CC=C(C=C1)C)C2)O ((7R,8R,10aS)-6-chloro-2-[(4-methylphenyl)sulfonyl]-2,7,8,9,10,11-hexahydro-8,10a-methanoazuleno[2,1-e]indazol-7-ol). As a reaction SMILES: [Cl:1][C:2]1[C:3](=[O:30])[C@H:4]2[CH2:29][C@@:7]3([C:18]=1[C:17]1[CH:16]=[CH:15][C:14]4[N:13]([S:19]([C:22]5[CH:27]=[CH:26][C:25]([CH3:28])=[CH:24][CH:23]=5)(=[O:21])=[O:20])[N:12]=[CH:11][C:10]=4[C:9]=1[CH2:8]3)[CH2:6][CH2:5]2.[Cl:31][C:32]1[C:33](=[O:60])[C@H:34]2[CH2:59][C@@:37]3([C:48]=1[C:47]1[CH:46]=[CH:45][C:44]4[C:40](=[CH:41][N:42]([S:49]([C:52]5[CH:57]=[CH:56][C:55]([CH3:58])=[CH:54][CH:53]=5)(=[O:51])=[O:50])[N:43]=4)[C:39]=1[CH2:38]3)[CH2:36][CH2:35]2.[BH4-].[Na+]>C(O)C>[Cl:1][C:2]1[C@H:3]([OH:30])[C@H:4]2[CH2:29][C@@:7]3([C:18]=1[C:17]1[CH:16]=[CH:15][C:14]4[N:13]([S:19]([C:22]5[CH:23]=[CH:24][C:25]([CH3:28])=[CH:26][CH:27]=5)(=[O:20])=[O:21])[N:12]=[CH:11][C:10]=4[C:9]=1[CH2:8]3)[CH2:6][CH2:5]2.[Cl:31][C:32]1[C@H:33]([OH:60])[C@H:34]2[CH2:59][C@@:37]3([C:48]=1[C:47]1[CH:46]=[CH:45][C:44]4[C:40](=[CH:41][N:42]([S:49]([C:52]5[CH:53]=[CH:54][C:55]([CH3:58])=[CH:56][CH:57]=5)(=[O:50])=[O:51])[N:43]=4)[C:39]=1[CH2:38]3)[CH2:36][CH2:35]2 |f:2.3|. Procedure: A mixture of (8R,10aS)-6-chloro-3-[(4-methylphenyl)sulfonyl]-3,9,10,11-tetrahydro-8,10a-methanoazuleno[2,1-e]indazol-7(8H)-one and (8R,10aS) -6-chloro-2-[(4-methylphenyl)sulfonyl]-2,9,10,11-tetrahydro-8,10a-methanoazuleno[2,1-e]indazol-7(8H) -one prepared as described in Step 1 (0.026 g, 0.059 mmol) was dissolved in 0.5 mL of ethanol, cooled to 0° C., and sodium borohydride (0.013 g, 0.34 mmol) was added. After 30 minutes, the reaction was quenched by addition of three drops of saturated NH4Cl, ...